From a dataset of the Open Reaction Database (ORD), a public repository of structured organic reaction records. describe an organic reaction: reactants, conditions, products, and yield Starting materials: CC(C)(C)C(=O)Oc1cccc2ccccc12 (substrate), COc1cc(C(C)=O)cc(OC)c1OC (effective_coupling_partner). The reagents and catalysts are dcypt. Conditions: temperature 150 celsius, time 24 hour. Yields the product COc3cc(C(=O)Cc1cccc2ccccc12)cc(OC)c3OC. The reactants are [NH4+].[OH-] (NH4OH), FC1(CCC(CC1)C(=O)O)F (4,4-difluorocyclohexanecarboxylic acid), C(C(=O)Cl)(=O)Cl (oxalyl chloride). The reagents and catalysts are CN(C)C=O (DMF). Solvent: C1CCOC1 (THF), C(Cl)Cl (DCM), [Cl-].[Na+].O (brine). Run at time 1.5 hour. Product: FC1(CCC(CC1)C(=O)N)F (4,4-difluorocyclohexanecarboxamide). Yield: 77.4%. As a reaction SMILES: [F:1][C:2]1([F:11])[CH2:7][CH2:6][CH:5]([C:8](O)=[O:9])[CH2:4][CH2:3]1.C(Cl)(=O)C(Cl)=O.[NH4+:18].[OH-]>C(Cl)Cl.CN(C=O)C.C1COCC1.[Cl-].[Na+].O>[F:1][C:2]1([F:11])[CH2:7][CH2:6][CH:5]([C:8]([NH2:18])=[O:9])[CH2:4][CH2:3]1 |f:2.3,7.8.9|. Reported procedure: A solution of 4,4-difluorocyclohexanecarboxylic acid (0.217 g, 1.322 mmol) in DCM (4 mL) was treated with oxalyl chloride (0.174 mL, 1.983 mmol) followed by catalytic DMF (1 drop) and the mixture stirred at RT for 1.5 h. The mixture was concentrated to dryness, co-evaporated with DCM (1×) and the resulting residue dissolved in THF (2 mL), added to a stirring solution of NH4OH (˜14M, 2 mL, 28.0 mmol) in THF (2 mL) and stirred for 30 minutes. The mixture was diluted with brine, extracted with EtOA... The reactants are CCOC(=O)C(C)Br, CN(C)C=O, [H-], [Na+], O=CNc1ccc(Cc2ncc[nH]2)cc1. Yields the product CCOC(=O)C(C)N(C=O)c1ccc(Cc2ncc[nH]2)cc1. As a reaction SMILES: [Br:18][CH:19]([C:20](=[O:21])[O:22][CH2:23][CH3:24])[CH3:25].[CH3:26][N:27]([CH3:28])[CH:29]=[O:30].[H-:1].[Na+:2].[nH:3]1[c:4]([CH2:8][c:9]2[cH:10][cH:11][c:12]([NH:13][CH:14]=[O:15])[cH:16][cH:17]2)[n:5][cH:6][cH:7]1>>[nH:3]1[c:4]([CH2:8][c:9]2[cH:10][cH:11][c:12]([N:13]([CH:14]=[O:15])[CH:19]([C:20](=[O:21])[O:22][CH2:23][CH3:24])[CH3:25])[cH:16][cH:17]2)[n:5][cH:6][cH:7]1. Starting materials: C[C@H]1[C@H]([C@H](C[C@@H](O1)O[C@H]2C[C@@](CC3=C(C4=C(C(=C23)O)C(=O)C5=C(C4=O)C=CC=C5OC)O)(C(=O)CO)O)NC(=O)C(F)(F)F)O (N-trifluoroacetyladriamycin), C[C@H]1[C@H]([C@H](C[C@@H](O1)O[C@H]2C[C@@](CC3=C(C4=C(C(=C23)O)C(=O)C5=C(C4=O)C=CC=C5OC)O)(C(=O)CO)O)NC(=O)C(F)(F)F)O (N-trifluoroacetyladriamycin), N1=CC=CC=C1 (pyridine), C(CCCC)(=O)Cl (valeroyl chloride). Solvent: C(Cl)(Cl)Cl (chloroform). The product is CCCCC(=O)OCC(=O)[C@]1(C[C@@H](C2=C(C3=C(C(=C2C1)O)C(=O)C4=C(C3=O)C(=CC=C4)OC)O)OC5CC(C(C(O5)C)O)NC(=O)C(F)(F)F)O (N-trifluoroacetyladriamycin-14-valerate). As a reaction SMILES: [CH3:1][C@@H:2]1[O:7][C@@H:6]([O:8][C@@H:9]2[C:18]3[C:13](=[C:14]([OH:32])[C:15]4[C:24](=[O:25])[C:23]5[CH:26]=[CH:27][CH:28]=[C:29]([O:30][CH3:31])[C:22]=5[C:20](=[O:21])[C:16]=4[C:17]=3[OH:19])[CH2:12][C@@:11]([OH:37])([C:33]([CH2:35][OH:36])=[O:34])[CH2:10]2)[CH2:5][C@H:4]([NH:38][C:39]([C:41]([F:44])([F:43])[F:42])=[O:40])[C@@H:3]1[OH:45].N1C=CC=CC=1.[C:52](Cl)(=[O:57])[CH2:53][CH2:54][CH2:55][CH3:56]>C(Cl)(Cl)Cl>[CH3:56][CH2:55][CH2:54][CH2:53][C:52]([O:36][CH2:35][C:33]([C@:11]1([OH:37])[CH2:12][C:13]2[C:18](=[C:17]([OH:19])[C:16]3[C:20](=[O:21])[C:22]4[C:29]([O:30][CH3:31])=[CH:28][CH:27]=[CH:26][C:23]=4[C:24](=[O:25])[C:15]=3[C:14]=2[OH:32])[C@@H:9]([O:8][CH:6]2[O:7][CH:2]([CH3:1])[CH:3]([OH:45])[CH:4]([NH:38][C:39]([C:41]([F:44])([F:42])[F:43])=[O:40])[CH2:5]2)[CH2:10]1)=[O:34])=[O:57]. Procedure details: A solution containing 5.0 mg. of N-trifluoroacetyladriamycin dissolved in 0.5 ml. of anhydrous pyridine was treated with 18 microliters of valeroyl chloride, which was added in small portions over a two-day period. The reaction was monitored by thin layer chromatography and when the presence of N-trifluoroacetyladriamycin could no longer be observed, the reaction mixture was diluted with 10 ml. of chloroform. The chloroform solution was extracted three times with pH 4 gaseous buffer and once wit... Starting materials: C1(=CC=CC=C1)C.[H-].C(C(C)C)[Al+]CC(C)C (diisobutylaluminum hydride toluene), C1(=CC=CC=C1)N1N=C(C2=CC=CC=C12)C(=O)OC (methyl 1-phenyl-1H-indazole-3-carboxylate), Cl (Hydrochloric acid). Solvent: O1CCCC1 (tetrahydrofuran), O1CCCC1 (tetrahydrofuran). The product is C1(=CC=CC=C1)N1N=C(C2=CC=CC=C12)C=O (1-phenyl-1H-indazole-3-carbaldehyde). Isolated yield 46.7%. Reagents/catalysts: [O-2].[O-2].[Mn+4] (manganese dioxide), [O-2].[O-2].[Mn+4] (manganese dioxide). Reaction SMILES: [C:1]1([N:7]2[C:15]3[C:10](=[CH:11][CH:12]=[CH:13][CH:14]=3)[C:9]([C:16](OC)=[O:17])=[N:8]2)[CH:6]=[CH:5][CH:4]=[CH:3][CH:2]=1.C1(C)C=CC=CC=1.[H-].C([Al+]CC(C)C)C(C)C.Cl>O1CCCC1.[O-2].[O-2].[Mn+4]>[C:1]1([N:7]2[C:15]3[C:10](=[CH:11][CH:12]=[CH:13][CH:14]=3)[C:9]([CH:16]=[O:17])=[N:8]2)[CH:2]=[CH:3][CH:4]=[CH:5][CH:6]=1 |f:1.2.3,6.7.8|. Procedure details: To a solution (40 mL) of methyl 1-phenyl-1H-indazole-3-carboxylate (2.25 g) synthesized above in tetrahydrofuran was added dropwise 1.5M diisobutylaluminum hydride toluene solution (26.7 mL) at 0° C., and the mixture was stirred for 1 hr. 1N Hydrochloric acid was added to quench the reaction, and the mixture was extracted with ethyl acetate. The extract was washed with 1N hydrochloric acid and saturated brine, dried over magnesium sulfate, and concentrated under reduced pressure to give a colorl... Conditions: time 1 hour. Starting materials: O=C([O-])[O-], C1CCNCC1, CN(C)C=O, N#Cc1ccc(F)cc1, [K+], [K+]. Yields the product N#Cc1ccc(N2CCCCC2)cc1. RXN SMILES: [C:16](=[O:17])([O-:18])[O-:19].[CH2:10]1[CH2:11][CH2:12][NH:13][CH2:14][CH2:15]1.[CH3:22][N:23]([CH3:24])[CH:25]=[O:26].[F:1][c:2]1[cH:3][cH:4][c:5]([C:6]#[N:7])[cH:8][cH:9]1.[K+:20].[K+:21]>>[c:2]1([N:13]2[CH2:12][CH2:11][CH2:10][CH2:15][CH2:14]2)[cH:3][cH:4][c:5]([C:6]#[N:7])[cH:8][cH:9]1.